Dataset: the Open Reaction Database (ORD), a public repository of structured organic reaction records. Task: describe an organic reaction: reactants, conditions, products, and yield Starting materials: C(C)(C)C=1N(C=C(N1)C(=O)O)COCC[Si](C)(C)C (2-isopropyl-1-((2-(trimethylsilyl)ethoxy)methyl)-1H-imidazole-4-carboxylic acid), N[C@H](CN1N=C(C=C1)C1=CC(=C(C#N)C=C1)Cl)C ((S)-4-(1-(2-aminopropyl)-1H-pyrazol-3-yl)-2-chlorobenzonitrile). Yields the product ClC=1C=C(C=CC1C#N)C1=NN(C=C1)C[C@H](C)NC(=O)C=1N=C(N(C1)COCC[Si](C)(C)C)C(C)C ((S)—N-(1-(3-(3-Chloro-4-cyanophenyl)-1H-pyrazol-1-yl)propan-2-yl)-2-isopropyl-1-((2-(trimethylsilyl)ethoxy)methyl)-1H-imidazole-4-carboxamide). As a reaction SMILES: [CH:1]([C:4]1[N:5]([CH2:12][O:13][CH2:14][CH2:15][Si:16]([CH3:19])([CH3:18])[CH3:17])[CH:6]=[C:7]([C:9]([OH:11])=O)[N:8]=1)([CH3:3])[CH3:2].[NH2:20][C@@H:21]([CH3:37])[CH2:22][N:23]1[CH:27]=[CH:26][C:25]([C:28]2[CH:35]=[CH:34][C:31]([C:32]#[N:33])=[C:30]([Cl:36])[CH:29]=2)=[N:24]1>>[Cl:36][C:30]1[CH:29]=[C:28]([C:25]2[CH:26]=[CH:27][N:23]([CH2:22][C@@H:21]([NH:20][C:9]([C:7]3[N:8]=[C:4]([CH:1]([CH3:2])[CH3:3])[N:5]([CH2:12][O:13][CH2:14][CH2:15][Si:16]([CH3:19])([CH3:18])[CH3:17])[CH:6]=3)=[O:11])[CH3:37])[N:24]=2)[CH:35]=[CH:34][C:31]=1[C:32]#[N:33]. Procedure: The title compound was prepared using the procedure described in Example 32(e) starting from 2-isopropyl-1-((2-(trimethylsilyl)ethoxy)methyl)-1H-imidazole-4-carboxylic acid (0.430 g, 1.5 mmol) and (S)-4-(1-(2-aminopropyl)-1H-pyrazol-3-yl)-2-chlorobenzonitrile (0.395 g, 1.5 mmol). Yield 360 mg. 1H-NMR (400 MHz; DMSO-d6): δ 0.06 (s, 9H), 0.80-0.85 (m, 2H), 1.10 (d, 3H), 1.21-1.24 (m, 6H), 3.08-3.15 (m, 1H), 3.43-3.47 (m, 2H), 4.30-4.44 (m, 3H), 5.32 (s, 2H), 6.96 (d, 1H), 7.63 (s, 1H), 7.85-7.87 (... Reactants: C(C)(C)[Mg]Br (isopropylmagnesium bromide), ClC1=CC(=C(C=C1)CN1N=C(C=C1)NC(C1=C(C=CC=C1F)F)=O)C(F)(F)F (N-(1-{[4-chloro-2-(trifluoromethyl)phenyl]methyl}-1H-pyrazol-3-yl)-2,6-difluorobenzamide). The reagents and catalysts are C/C(=C/C(=O)C)/[O-].C/C(=C/C(=O)C)/[O-].C/C(=C/C(=O)C)/[O-].[Fe+3] (iron(III) acetylacetonate). Solvent: C1CCOC1 (THF), C1CCOC1 (THF), CN1C(CCC1)=O (N-methyl-2-pyrrolidone). Reaction conditions: time 10 minute. Yields the product FC1=C(C(=O)NC2=NN(C=C2)CC2=C(C=C(C=C2)C(C)C)C(F)(F)F)C(=CC=C1)F (2,6-Difluoro-N-(1-{[4-(1-methylethyl)-2-(trifluoromethyl)phenyl]methyl}-1H-pyrazol-3-yl)benzamide). RXN SMILES: Cl[C:2]1[CH:7]=[CH:6][C:5]([CH2:8][N:9]2[CH:13]=[CH:12][C:11]([NH:14][C:15](=[O:24])[C:16]3[C:21]([F:22])=[CH:20][CH:19]=[CH:18][C:17]=3[F:23])=[N:10]2)=[C:4]([C:25]([F:28])([F:27])[F:26])[CH:3]=1.[CH:29]([Mg]Br)([CH3:31])[CH3:30]>C1COCC1.CN1CCCC1=O.C/C(/[O-])=C/C(C)=O.C/C(/[O-])=C/C(C)=O.C/C(/[O-])=C/C(C)=O.[Fe+3]>[F:23][C:17]1[CH:18]=[CH:19][CH:20]=[C:21]([F:22])[C:16]=1[C:15]([NH:14][C:11]1[CH:12]=[CH:13][N:9]([CH2:8][C:5]2[CH:6]=[CH:7][C:2]([CH:29]([CH3:31])[CH3:30])=[CH:3][C:4]=2[C:25]([F:28])([F:27])[F:26])[N:10]=1)=[O:24] |f:4.5.6.7|. Procedure details: To a solution of N-(1-{[4-chloro-2-(trifluoromethyl)phenyl]methyl}-1H-pyrazol-3-yl)-2,6-difluorobenzamide (for a preparation see Example 80)(100 mg, 0.241 mmol) in a mixture of THF (0.9 ml) and N-methyl-2-pyrrolidone (0.1 ml) was added iron(III) acetylacetonate (17 mg, 0.048 mmol, Aldrich). The resulting red solution was stirred for 10 min and then treated with a solution of 15% isopropylmagnesium bromide in THF (1.2 ml, 0.60 mmol, Fluorochem) at ambient temperature. The solution was stirred at ... Reactants: COC(CCCCC=C1CCCCC1)=O (6-cyclohexylidene-hexanoic acid methyl ester), CC(C)C[AlH]CC(C)C (DIBAL-H). The solvent is C1(=CC=CC=C1)C (toluene). Conditions: temperature 0 celsius, time 30 minute. Product: C1(CCCCC1)=CCCCCCO (6-cyclohexylidene-hexan-1-ol). Yield: 100.7%. RXN SMILES: C[O:2][C:3](=O)[CH2:4][CH2:5][CH2:6][CH2:7][CH:8]=[C:9]1[CH2:14][CH2:13][CH2:12][CH2:11][CH2:10]1.CC(C[AlH]CC(C)C)C>C1(C)C=CC=CC=1>[C:9]1(=[CH:8][CH2:7][CH2:6][CH2:5][CH2:4][CH2:3][OH:2])[CH2:14][CH2:13][CH2:12][CH2:11][CH2:10]1. Procedure details: To a stired solution of 6-cyclohexylidene-hexanoic acid methyl ester (1.28 g, 6.10 mmol) in toluene (60 mL) was added DIBAL-H (15.3 mL, 1 M solution in hexane, 15.3 mmol) dropwise at 0° C. under N2. After stirring at 0° C. for 30 min, the reaction was quenched by MeOH (5 mL). Saturated aqueous sodium potassium tartrate (40 mL) was added to the reaction mixture. After string for 1 h, the organic layer was separated and the aqueous phase was extracted with ether. The combined organic layers were w... Reactants: C(C)OC(C=C(OCC)N)=O (β-amino-β-ethoxyacrylic acid ethyl ester), C1(=CC=C(C=C1)S(=O)(=O)O)C (p-toluenesulphonic acid), ClC1=C(CNN)C=CC=C1Cl (2,3-dichlorobenzylhydrazine). The solvent is C(C)O (ethanol). Run at time 8 hour. Yields the product NC=1NN(C(C1)=O)CC1=C(C(=CC=C1)Cl)Cl (3-Amino-1-(2,3-dichlorobenzyl)-pyrazol-5-one). As a reaction SMILES: C([O:3][C:4](=O)[CH:5]=[C:6]([NH2:10])OCC)C.C1(C)C=CC(S(O)(=O)=O)=CC=1.[Cl:23][C:24]1[C:32]([Cl:33])=[CH:31][CH:30]=[CH:29][C:25]=1[CH2:26][NH:27][NH2:28]>C(O)C>[NH2:10][C:6]1[NH:28][N:27]([CH2:26][C:25]2[CH:29]=[CH:30][CH:31]=[C:32]([Cl:33])[C:24]=2[Cl:23])[C:4](=[O:3])[CH:5]=1. Procedure details: 16.7 g of β-amino-β-ethoxyacrylic acid ethyl ester and 1 g of p-toluenesulphonic acid were dissolved in 100 ml of ethanol and 20.2 g of 2,3-dichlorobenzylhydrazine were added. After standing overnight at room temperature, the precipitate which had formed was filtered off and dissolved in 2 N sodium hydroxide solution. The alkaline solution was again extracted with ether and subsequently slightly acidified with dilute acetic acid. Hereupon the compound identified above precipitated and after recr... The reactants are CI (Methyl iodide), CO (MeOH), [H-].[Na+] (Sodium hydride), C1=NC=CC2=C(C=CC=C12)NC(=O)NCC1=CC=C(C=C1)C(F)(F)F (N-Isoquinolin-5-yl-N′-[4-(trifluoromethyl)benzyl]urea). The solvent is C1CCOC1 (THF), C(Cl)Cl (CH2Cl2). Product: C1=NC=CC2=C(C=CC=C12)N(C(=O)NCC1=CC=C(C=C1)C(F)(F)F)C (N-Isoquinolin-5-yl-N-methyl-N′-[4-(trifluoromethyl)benzyl]urea). RXN SMILES: [H-].[Na+].[CH:3]1[C:12]2[C:7](=[C:8]([NH:13][C:14]([NH:16][CH2:17][C:18]3[CH:23]=[CH:22][C:21]([C:24]([F:27])([F:26])[F:25])=[CH:20][CH:19]=3)=[O:15])[CH:9]=[CH:10][CH:11]=2)[CH:6]=[CH:5][N:4]=1.[CH3:28]I.CO>C1COCC1.C(Cl)Cl>[CH:3]1[C:12]2[C:7](=[C:8]([N:13]([CH3:28])[C:14]([NH:16][CH2:17][C:18]3[CH:23]=[CH:22][C:21]([C:24]([F:25])([F:26])[F:27])=[CH:20][CH:19]=3)=[O:15])[CH:9]=[CH:10][CH:11]=2)[CH:6]=[CH:5][N:4]=1 |f:0.1|. Procedure details: Sodium hydride (60% dispersion in oil, 7 mg, 0.17 mmol) was added to a suspension N-isoquinolin-5-yl-N′-[4-(trifluoromethyl)benzyl]urea (Example 14; 48 mg, 0.14 mmol) in THF (3 mL) at room temperature and the reaction was stirred until effervescence ceased (20 minutes). Methyl iodide (11 μL, 0.17 mmol) was added and the reaction stirred at room temperature for 3 hours. TLC analysis (10% MeOH in CH2Cl2) indicated only one major product. The reaction was evaporated in vacuo and the product isolate...